Dataset: the Open Reaction Database (ORD), a public repository of structured organic reaction records. Task: describe an organic reaction: reactants, conditions, products, and yield The reactants are COC(=O)[C@H]1N(C[C@@H](C1)S(=O)(=O)C1=C(C=CC=C1)C(F)(F)F)C(CC(C)=O)=S ((2S,4R)-1-(3-oxo-thiobutyryl)-4-(2-trifluoromethyl-benzenesulfonyl)-pyrrolidine-2-carboxylic acid methyl ester), COC(=O)[C@@H]1N(C[C@@H](C1)S(=O)(=O)C1=C(C=CC=C1)C(F)(F)F)C=1N(N=C(C1)C)CC1=CC=CC=C1 ((2R,4R)-1-(2-benzyl-5-methyl-2H-pyrazol-3-yl)-4-(2-trifluoromethyl-benzenesulfonyl)-pyrrolidine-2-carboxylic acid methyl ester), COC(=O)[C@@H]1N(C[C@@H](C1)S(=O)(=O)C1=C(C=CC=C1)C(F)(F)F)C(CC(C)=O)=S ((2R,4R)-1-(3-oxo-thiobutyryl)-4-(2-trifluoromethyl-benzenesulfonyl)-pyrrolidine-2-carboxylic acid methyl ester), Cl.Cl.C(C1=CC=CC=C1)NN (benzylhydrazine dihydrochloride). The product is COC(=O)[C@H]1N(C[C@@H](C1)S(=O)(=O)C1=C(C=CC=C1)C(F)(F)F)C=1N(N=C(C1)C)CC1=CC=CC=C1 ((2S,4R)-1-(2-Benzyl-5-methyl-2H-pyrazol-3-yl)-4-(2-trifluoromethyl-benzenesulfonyl)-pyrrolidine-2-carboxylic acid methyl ester). RXN SMILES: COC([C@@H]1C[C@@H](S(C2C=CC=CC=2C(F)(F)F)(=O)=O)CN1C(=S)CC(=O)C)=O.COC([C@H]1C[C@@H](S(C2C=CC=CC=2C(F)(F)F)(=O)=O)CN1C(=S)CC(=O)C)=O.Cl.Cl.C(NN)C1C=CC=CC=1.[CH3:68][O:69][C:70]([C@H:72]1[CH2:76][C@@H:75]([S:77]([C:80]2[CH:85]=[CH:84][CH:83]=[CH:82][C:81]=2[C:86]([F:89])([F:88])[F:87])(=[O:79])=[O:78])[CH2:74][N:73]1[C:90]1[N:91]([CH2:96][C:97]2[CH:102]=[CH:101][CH:100]=[CH:99][CH:98]=2)[N:92]=[C:93]([CH3:95])[CH:94]=1)=[O:71]>>[CH3:68][O:69][C:70]([C@@H:72]1[CH2:76][C@@H:75]([S:77]([C:80]2[CH:85]=[CH:84][CH:83]=[CH:82][C:81]=2[C:86]([F:87])([F:88])[F:89])(=[O:78])=[O:79])[CH2:74][N:73]1[C:90]1[N:91]([CH2:96][C:97]2[CH:98]=[CH:99][CH:100]=[CH:101][CH:102]=2)[N:92]=[C:93]([CH3:95])[CH:94]=1)=[O:71] |f:2.3.4|. Procedure details: In analogy to the procedure described in example 192 h, a mixture of (2S,4R)-1-(3-oxo-thiobutyryl)-4-(2-trifluoromethyl-benzenesulfonyl)-pyrrolidine-2-carboxylic acid methyl ester (example 192 g) and of (2R,4R)-1-(3-oxo-thiobutyryl)-4-(2-trifluoromethyl-benzenesulfonyl)-pyrrolidine-2-carboxylic acid methyl ester was reacted with benzylhydrazine dihydrochloride (CAS Reg. No. 20570-96-1) to give a mixture of the title compound and (2R,4R)-1-(2-benzyl-5-methyl-2H-pyrazol-3-yl)-4-(2-trifluoromethyl-... Reactants: [BH4-].[Na+] (sodium borohydride), crude product, N1(CCNCC1)C(=O)OC(C)(C)C (tert-butyl piperazine-1-carboxylate), O1CCC(CC1)=O (dihydro-2H-pyran-4(3H)-one), CO (methanol). Solvent: CC([O-])C.[Ti+4].CC([O-])C.CC([O-])C.CC([O-])C (titanium (IV) isopropoxide). Yields the product O1CCC(CC1)N1CCN(CC1)C(=O)OC(C)(C)C (tert-butyl 4-(tetrahydro-2H-pyran-4-yl)piperazine-1-carboxylate). As a reaction SMILES: [N:1]1([C:7]([O:9][C:10]([CH3:13])([CH3:12])[CH3:11])=[O:8])[CH2:6][CH2:5][NH:4][CH2:3][CH2:2]1.[O:14]1[CH2:19][CH2:18][C:17](=O)[CH2:16][CH2:15]1.CO.[BH4-].[Na+]>CC(C)[O-].[Ti+4].CC(C)[O-].CC(C)[O-].CC(C)[O-]>[O:14]1[CH2:19][CH2:18][CH:17]([N:4]2[CH2:5][CH2:6][N:1]([C:7]([O:9][C:10]([CH3:13])([CH3:12])[CH3:11])=[O:8])[CH2:2][CH2:3]2)[CH2:16][CH2:15]1 |f:3.4,5.6.7.8.9|. Reported procedure: To a solution of tert-butyl piperazine-1-carboxylate (5.15 g) and dihydro-2H-pyran-4(3H)-one (3.05 g) stirred for 24 hours at room temperature in titanium (IV) isopropoxide (16.20 mL), methanol (5 mL) was added followed by careful addition of sodium borohydride (2.092 g). The reaction mixture was quenched with water/NaOH solution, extracted with ether, dried over magnesium sulfate, filtered, and concentrated to yield the product. The crude product was used in next step. Reactants: NC=1C=C2C=3CC(CCC3NC2=CC1)N(C)C (6-amino-3-(dimethyl)amino-1,2,3,4-tetrahydro-9H-carbazole), C1(CCCC1)C(=O)O (cyclopentanecarboxylic acid). Yields the product C1(CCCC1)C(=O)NC=1C=C2C=3CC(CCC3NC2=CC1)N(C)C (6-(cyclopentanoyl)amino-3-(dimethyl)amino-1,2,3,4-tetrahydro-9H-carbazole). Yield: 57.6%. RXN SMILES: [NH2:1][C:2]1[CH:3]=[C:4]2[C:12](=[CH:13][CH:14]=1)[NH:11][C:10]1[CH2:9][CH2:8][CH:7]([N:15]([CH3:17])[CH3:16])[CH2:6][C:5]2=1.[CH:18]1([C:23](O)=[O:24])[CH2:22][CH2:21][CH2:20][CH2:19]1>>[CH:18]1([C:23]([NH:1][C:2]2[CH:3]=[C:4]3[C:12](=[CH:13][CH:14]=2)[NH:11][C:10]2[CH2:9][CH2:8][CH:7]([N:15]([CH3:17])[CH3:16])[CH2:6][C:5]3=2)=[O:24])[CH2:22][CH2:21][CH2:20][CH2:19]1. Procedure details: Beginning with 9.2 mg (0.040 mMol) 6-amino-3-(dimethyl)amino-1,2,3,4-tetrahydro-9H-carbazole and 11.6 mg (0.101 mMol) cyclopentanecarboxylic acid, 7.5 mg (53%) of the title compound were recovered as a light beige solid. Reactants: C1CCC2=NCCCN2CC1, C1CCOC1, Cc1cc(C)c2nc(C3CC3)n(Cc3ccc(C4(C(=O)O)CC=CC4)s3)c2n1, NS(=O)(=O)c1ccccc1. Yields the product Cc1cc(C)c2nc(C3CC3)n(Cc3ccc(C4(C(=O)O)C=C=CC4)s3)c2n1, NS(=O)(=O)c1ccccc1. RXN SMILES: [CH2:39]1[CH2:40][CH2:41][C:42]2=[N:47][CH2:46][CH2:45][CH2:44][N:43]2[CH2:48][CH2:49]1.[CH2:50]1[O:51][CH2:52][CH2:53][CH2:54]1.[CH:1]1([c:4]2[n:5][c:6]3[c:7]([n:8][c:9]([CH3:13])[cH:10][c:11]3[CH3:12])[n:14]2[CH2:15][c:16]2[cH:17][cH:18][c:19]([C:21]3([C:26](=[O:27])[OH:28])[CH2:22][CH:23]=[CH:24][CH2:25]3)[s:20]2)[CH2:2][CH2:3]1.[c:29]1([S:35](=[O:36])(=[O:37])[NH2:38])[cH:30][cH:31][cH:32][cH:33][cH:34]1>>[CH:1]1([c:4]2[n:5][c:6]3[c:7]([n:8][c:9]([CH3:13])[cH:10][c:11]3[CH3:12])[n:14]2[CH2:15][c:16]2[cH:17][cH:18][c:19]([C:21]3([C:26](=[O:27])[OH:28])[CH:22]=[C:23]=[CH:24][CH2:25]3)[s:20]2)[CH2:2][CH2:3]1.[c:29]1([S:35](=[O:36])(=[O:37])[NH2:38])[cH:30][cH:31][cH:32][cH:33][cH:34]1. Yields the product ClC1=CC(=C(C=C1)[N+](=O)[O-])OC1=CC=CC=C1 (4-chloro-1-nitro-2-phenoxybenzene). Conditions: time 2 hour. Run in C(C)OCC (ethyl ether), CS(=O)C (dimethyl sulfoxide). Reported procedure: 4-chloro-2-fluoro-nitrobenzene (500 mg), phenol (270 mg), and potassium carbonate (400 mg) were dissolved in dimethyl sulfoxide (10 ml), and stirred at room temperature for 2 hours. The mixture was added with water and ethyl ether to extract an organic layer. The resulting organic layer was washed with saturated brine, and water was removed with sodium sulfate, and the solvent was removed by distillation under reduced pressure. The yellow target compound obtained by removing the solvent was used... Reactants: O (water), ClC1=CC(=C(C=C1)[N+](=O)[O-])F (4-chloro-2-fluoro-nitrobenzene), C1(=CC=CC=C1)O (phenol), C([O-])([O-])=O.[K+].[K+] (potassium carbonate). Reaction SMILES: [Cl:1][C:2]1[CH:7]=[CH:6][C:5]([N+:8]([O-:10])=[O:9])=[C:4](F)[CH:3]=1.[C:12]1([OH:18])[CH:17]=[CH:16][CH:15]=[CH:14][CH:13]=1.C(=O)([O-])[O-].[K+].[K+].O>CS(C)=O.C(OCC)C>[Cl:1][C:2]1[CH:7]=[CH:6][C:5]([N+:8]([O-:10])=[O:9])=[C:4]([O:18][C:12]2[CH:17]=[CH:16][CH:15]=[CH:14][CH:13]=2)[CH:3]=1 |f:2.3.4|. Reactants: CCCCCCOC(=O)Cl, CC1CCCO1, [Li]CCCC, CC(C)NC(C)C, O=C1CCc2ccc(OCCCCN3CCN(c4cccc(Cl)c4Cl)CC3)cc2N1. Product: CCCCCCOC(=O)N1C(=O)CCc2ccc(OCCCCN3CCN(c4cccc(Cl)c4Cl)CC3)cc21. Reaction SMILES: [CH2:43]([CH2:44][CH2:45][CH2:46][CH2:47][CH3:48])[O:49][C:50](=[O:51])[Cl:52].[CH3:53][CH:54]1[CH2:55][CH2:56][CH2:57][O:58]1.[CH3:8][CH2:9][CH2:10][CH2:11][Li:12].[CH:1]([NH:2][CH:3]([CH3:4])[CH3:5])([CH3:6])[CH3:7].[Cl:13][c:14]1[cH:15][cH:16][cH:17][c:18]([N:19]2[CH2:20][CH2:21][N:22]([CH2:23][CH2:24][CH2:25][CH2:26][O:27][c:28]3[cH:29][cH:30][c:31]4[c:37]([cH:38]3)[NH:36][C:34](=[O:35])[CH2:33][CH2:32]4)[CH2:39][CH2:40]2)[c:41]1[Cl:42]>>[Cl:13][c:14]1[cH:15][cH:16][cH:17][c:18]([N:19]2[CH2:20][CH2:21][N:22]([CH2:23][CH2:24][CH2:25][CH2:26][O:27][c:28]3[cH:29][cH:30][c:31]4[c:37]([cH:38]3)[N:36]([C:50]([O:49][CH2:43][CH2:44][CH2:45][CH2:46][CH2:47][CH3:48])=[O:51])[C:34](=[O:35])[CH2:33][CH2:32]4)[CH2:39][CH2:40]2)[c:41]1[Cl:42]. Reactants: ClC1=NC=C(C(=N1)OCC1CCC2(CC2)CC1)C(=O)O (2-chloro-4-(spiro[2.5]oct-6-ylmethoxy)pyrimidine-5-carboxylic acid), C(=O)([O-])[O-].[K+].[K+] (K2CO3), C(C=C)Br (allyl bromide). Solvent: CN(C)C=O (DMF), O (H2O). Conditions: temperature 50 celsius, time 0.5 hour. Product: C(C=C)OC(=O)C=1C(=NC(=NC1)Cl)OCC1CCC2(CC2)CC1 (2-Chloro-4-(spiro[2.5]oct-6-ylmethoxy)pyrimidine-5-carboxylic acid allyl ester). Reaction SMILES: [Cl:1][C:2]1[N:7]=[C:6]([O:8][CH2:9][CH:10]2[CH2:17][CH2:16][C:13]3([CH2:15][CH2:14]3)[CH2:12][CH2:11]2)[C:5]([C:18]([OH:20])=[O:19])=[CH:4][N:3]=1.C([O-])([O-])=O.[K+].[K+].[CH2:27](Br)[CH:28]=[CH2:29]>CN(C=O)C.O>[CH2:29]([O:19][C:18]([C:5]1[C:6]([O:8][CH2:9][CH:10]2[CH2:11][CH2:12][C:13]3([CH2:15][CH2:14]3)[CH2:16][CH2:17]2)=[N:7][C:2]([Cl:1])=[N:3][CH:4]=1)=[O:20])[CH:28]=[CH2:27] |f:1.2.3|. Reported procedure: To a solution of the 2-chloro-4-(spiro[2.5]oct-6-ylmethoxy)pyrimidine-5-carboxylic acid (490 mg) in DMF (2.9 mL) are added K2CO3 (4.4 mmol) and allyl bromide (7.4 mmol) at room temperature. After stirring at 50° C. for 0.5 h, the reaction mixture is cooling and diluted with H2O. The mixture is extracted with AcOEt. The organic extracts are washed with brine, dried over Na2SO4, filtered, and concentrated in vacuo. The resulting residue is purified by silica gel column chromatography to give a cru... Starting materials: ClC1=CC=C(C=C1)C1C(C(=O)OC1)=C (β-(p-chlorophenyl)-α-methylene-γ-butyrolactone), C(C1=CC=CC=C1)(=S)O (thiobenzoic acid). The reagents and catalysts are C(C)N(CC)CC (triethylamine). Solvent: C1(=CC=CC=C1)C (toluene), C(C)OCC (ethyl ether). Run at time 18 hour. Yields the product C(C1=CC=CC=C1)(=O)SCC1C(=O)OCC1C1=CC=C(C=C1)Cl (α-benzoylthiomethyl-β-(p-chlorophenyl)-γ-butyrolactone). Yield: 75.0%. As a reaction SMILES: [Cl:1][C:2]1[CH:7]=[CH:6][C:5]([CH:8]2[CH2:13][O:12][C:10](=[O:11])[C:9]2=[CH2:14])=[CH:4][CH:3]=1.[C:15]([OH:23])(=[S:22])[C:16]1[CH:21]=[CH:20][CH:19]=[CH:18][CH:17]=1>C1(C)C=CC=CC=1.C(N(CC)CC)C.C(OCC)C>[C:15]([S:22][CH2:14][CH:9]1[CH:8]([C:5]2[CH:4]=[CH:3][C:2]([Cl:1])=[CH:7][CH:6]=2)[CH2:13][O:12][C:10]1=[O:11])(=[O:23])[C:16]1[CH:21]=[CH:20][CH:19]=[CH:18][CH:17]=1. Procedure: To a solution of 600 mg of β-(p-chlorophenyl)-α-methylene-γ-butyrolactone in 10 ml of toluene were added 0.44 ml of thiobenzoic acid and one drop of triethylamine and the reaction was effected at room temperature for 18 hours. The reaction mixture was diluted with 100 ml of ethyl ether, washed with water and saturated saline, dried over magnesium sulfate and the solvent was then distilled off. The crude product thus obtained was purified by a silica gel column chromatography to give 750 mg (yiel...